Dataset: the Open Reaction Database (ORD), a public repository of structured organic reaction records. Task: describe an organic reaction: reactants, conditions, products, and yield The reactants are C(C1=CC=CC=C1)OC1=C(C=CC(=C1)OCC(OCC[Si](C)(C)C)=O)N(CC(=O)OC)S(=O)(=O)NC(=O)OC(C)(C)C (methyl N-(2-(benzyloxy)-4-{2-oxo-2-[2-(trimethylsilyl)ethoxy]ethoxy}phenyl)-N-{[(tert-butoxycarbonyl)amino]sulfonyl}glycinate). Solvent: C(=O)(C(F)(F)F)O.C(Cl)Cl (TFA methylene chloride). Yields the product NS(=O)(=O)N(CC(=O)O)C1=C(C=C(C=C1)OCC(OCC[Si](C)(C)C)=O)OCC1=CC=CC=C1 (N-(Aminosulfonyl)-N-(2-(benzyloxy)-4-{2-oxo-2-[2-(trimethylsilyl)ethoxy]ethoxy}phenyl)glycine). As a reaction SMILES: [CH2:1]([O:8][C:9]1[CH:14]=[C:13]([O:15][CH2:16][C:17](=[O:25])[O:18][CH2:19][CH2:20][Si:21]([CH3:24])([CH3:23])[CH3:22])[CH:12]=[CH:11][C:10]=1[N:26]([S:32]([NH:35]C(OC(C)(C)C)=O)(=[O:34])=[O:33])[CH2:27][C:28]([O:30]C)=[O:29])[C:2]1[CH:7]=[CH:6][CH:5]=[CH:4][CH:3]=1>C(O)(C(F)(F)F)=O.C(Cl)Cl>[NH2:35][S:32]([N:26]([C:10]1[CH:11]=[CH:12][C:13]([O:15][CH2:16][C:17](=[O:25])[O:18][CH2:19][CH2:20][Si:21]([CH3:24])([CH3:23])[CH3:22])=[CH:14][C:9]=1[O:8][CH2:1][C:2]1[CH:3]=[CH:4][CH:5]=[CH:6][CH:7]=1)[CH2:27][C:28]([OH:30])=[O:29])(=[O:33])=[O:34] |f:1.2|. Procedure: A solution of methyl N-(2-(benzyloxy)-4-{2-oxo-2-[2-(trimethylsilyl)ethoxy]ethoxy}phenyl)-N-{[(tert-butoxycarbonyl)amino]sulfonyl}glycinate (1.15 g, 1.84 mmol) in 20 mL of TFA/methylene chloride (1:1) is stirred at RT for 30 min. The solvent is removed under reduced pressure and the residue is dissolved in methylene chloride and the solvent evaporated (4×) to give the title compound. The reactants are CO, [H][H], CC(C)(C)OC(=O)NC1Cc2ccccc2N(S(=O)(=O)c2ccc([N+](=O)[O-])cc2)C1. The product is CC(C)(C)OC(=O)NC1Cc2ccccc2N(S(=O)(=O)c2ccc(N)cc2)C1. Reaction SMILES: [CH3:33][OH:34].[H:31][H:32].[N+:1]([O-:2])(=[O:3])[c:4]1[cH:5][cH:6][c:7]([S:10](=[O:11])(=[O:12])[N:13]2[CH2:14][CH:15]([NH:23][C:24]([O:25][C:26]([CH3:27])([CH3:28])[CH3:29])=[O:30])[CH2:16][c:17]3[cH:18][cH:19][cH:20][cH:21][c:22]32)[cH:8][cH:9]1>>[NH2:1][c:4]1[cH:5][cH:6][c:7]([S:10](=[O:11])(=[O:12])[N:13]2[CH2:14][CH:15]([NH:23][C:24]([O:25][C:26]([CH3:27])([CH3:28])[CH3:29])=[O:30])[CH2:16][c:17]3[cH:18][cH:19][cH:20][cH:21][c:22]32)[cH:8][cH:9]1. Reactants: CC(Br)C(=O)OC(C)(C)C, N#Cc1ccc(NCC(F)(F)F)cc1C#N. The product is CC(C(=O)OC(C)(C)C)N(CC(F)(F)F)c1ccc(C#N)c(C#N)c1. Reaction SMILES: [Br:17][CH:18]([C:19](=[O:20])[O:21][C:22]([CH3:23])([CH3:24])[CH3:25])[CH3:26].[F:1][C:2]([CH2:3][NH:4][c:5]1[cH:6][c:7]([C:13]#[N:14])[c:8]([C:11]#[N:12])[cH:9][cH:10]1)([F:15])[F:16]>>[F:1][C:2]([CH2:3][N:4]([c:5]1[cH:6][c:7]([C:13]#[N:14])[c:8]([C:11]#[N:12])[cH:9][cH:10]1)[CH:18]([C:19](=[O:20])[O:21][C:22]([CH3:23])([CH3:24])[CH3:25])[CH3:26])([F:15])[F:16]. Starting materials: CO.C(Cl)Cl (MeOH DCM), O=C1CNC(N1C(C(=O)O)CC1=CC=CC=C1)=S (2-(5-oxo-2-thioxoimidazolidin-1-yl)-3-phenylpropanoic acid), BrC1=CC=C(C=C1)C1=CC=C(S1)C=O (5-(4-bromophenyl)thiophene-2-carbaldehyde), NCCC(=O)O (β-alanine). The solvent is C(C)(=O)O (acetic acid). Run at temperature 170 celsius. Yields the product BrC1=CC=C(C=C1)C1=CC=C(O1)\C=C/1\NC(N(C1=O)C(C(=O)O)CC1=CC=CC=C1)=S ((E)-2-(4-((5-(4-bromophenyl)furan-2-yl)methylene)-5-oxo-2-thioxoimidazolidin-1-yl)-3-phenylpropanoic acid). Reaction SMILES: [O:1]=[C:2]1[N:6]([CH:7]([CH2:11][C:12]2[CH:17]=[CH:16][CH:15]=[CH:14][CH:13]=2)[C:8]([OH:10])=[O:9])[C:5](=[S:18])[NH:4][CH2:3]1.[Br:19][C:20]1[CH:25]=[CH:24][C:23]([C:26]2S[C:29]([CH:31]=O)=[CH:28][CH:27]=2)=[CH:22][CH:21]=1.NCCC(O)=[O:37].CO.C(Cl)Cl>C(O)(=O)C>[Br:19][C:20]1[CH:25]=[CH:24][C:23]([C:26]2[O:37][C:29](/[CH:31]=[C:3]3/[NH:4][C:5](=[S:18])[N:6]([CH:7]([CH2:11][C:12]4[CH:17]=[CH:16][CH:15]=[CH:14][CH:13]=4)[C:8]([OH:10])=[O:9])[C:2]/3=[O:1])=[CH:28][CH:27]=2)=[CH:22][CH:21]=1 |f:3.4|. Procedure: To a mixture of 2-(5-oxo-2-thioxoimidazolidin-1-yl)-3-phenylpropanoic acid (0.053 g, 0.199 mmol) and 5-(4-bromophenyl)thiophene-2-carbaldehyde (0.050 g, 0.199 mmol) in acetic acid 5 mL is added β-alanine (1.8 mg, 0.020 mmol) and heat to 170° C. for 30 min under microwave irradiation. The resulting reaction mixture is cooled down and the solvent is removed. The pure product (0.060 g, 0.120 mmol, red solid) is obtained by column chromatography using MeOH/DCM, 2-7% ration solvent system. 1H-NMR (CD... The reactants are NC1=CC=C(C=C1)C(CN1C(=NC(C1=O)(C1=CC=CC=C1)C1=CC=CC=C1)C)=O (3-[2-(4-amino-phenyl)-2-oxo-ethyl]-2-methyl-5,5-diphenyl-3,5-dihydro-imidazol-4-one), COC1=C(C=CC(=C1)OC)CC(=O)Cl ((2,4-dimethoxy-phenyl)-acetyl chloride). Yields the product COC1=C(C=CC(=C1)OC)CC(=O)NC1=CC=C(C=C1)C(CN1C(=NC(C1=O)(C1=CC=CC=C1)C1=CC=CC=C1)C)=O (2-(2,4-dimethoxy-phenyl)-N-{4-[2-(2-methyl-5-oxo-4,4-diphenyl-4,5-dihydro-imidazol-1-yl)-acetyl]-phenyl}-acetamide). Reaction SMILES: [NH2:1][C:2]1[CH:7]=[CH:6][C:5]([C:8](=[O:29])[CH2:9][N:10]2[C:14](=[O:15])[C:13]([C:22]3[CH:27]=[CH:26][CH:25]=[CH:24][CH:23]=3)([C:16]3[CH:21]=[CH:20][CH:19]=[CH:18][CH:17]=3)[N:12]=[C:11]2[CH3:28])=[CH:4][CH:3]=1.[CH3:30][O:31][C:32]1[CH:37]=[C:36]([O:38][CH3:39])[CH:35]=[CH:34][C:33]=1[CH2:40][C:41](Cl)=[O:42]>>[CH3:30][O:31][C:32]1[CH:37]=[C:36]([O:38][CH3:39])[CH:35]=[CH:34][C:33]=1[CH2:40][C:41]([NH:1][C:2]1[CH:3]=[CH:4][C:5]([C:8](=[O:29])[CH2:9][N:10]2[C:14](=[O:15])[C:13]([C:22]3[CH:23]=[CH:24][CH:25]=[CH:26][CH:27]=3)([C:16]3[CH:21]=[CH:20][CH:19]=[CH:18][CH:17]=3)[N:12]=[C:11]2[CH3:28])=[CH:6][CH:7]=1)=[O:42]. Procedure details: Synthesis in analogy to Example 8 starting from 3-[2-(4-amino-phenyl)-2-oxo-ethyl]-2-methyl-5,5-diphenyl-3,5-dihydro-imidazol-4-one and (2,4-dimethoxy-phenyl)-acetyl chloride to yield 2-(2,4-dimethoxy-phenyl)-N-{4-[2-(2-methyl-5-oxo-4,4-diphenyl-4,5-dihydro-imidazol-1-yl)-acetyl]-phenyl}-acetamide (55 mg, 0.098 mmol) which is dissolved 5 mL dry ethanol. Subsequently LiBH4 (22.5 mg, 0.98 mmol) is added and the reaction mixture is stirred for 4 hour at reflux temperature. The reaction is then dilu... The reactants are Cc1c(Br)cc2c(Cl)ncnc2c1[N+](=O)[O-], Cc1ccccc1, N#Cc1ccc(N)cc1. The product is Cc1c(Br)cc2c(Nc3ccc(C#N)cc3)ncnc2c1[N+](=O)[O-]. As a reaction SMILES: [Br:1][c:2]1[cH:3][c:4]2[c:5]([Cl:16])[n:6][cH:7][n:8][c:9]2[c:10]([N+:13](=[O:14])[O-:15])[c:11]1[CH3:12].[CH3:26][c:27]1[cH:28][cH:29][cH:30][cH:31][cH:32]1.[NH2:17][c:18]1[cH:19][cH:20][c:21]([C:22]#[N:23])[cH:24][cH:25]1>>[Br:1][c:2]1[cH:3][c:4]2[c:5]([NH:17][c:18]3[cH:19][cH:20][c:21]([C:22]#[N:23])[cH:24][cH:25]3)[n:6][cH:7][n:8][c:9]2[c:10]([N+:13](=[O:14])[O-:15])[c:11]1[CH3:12].